Task: describe an organic reaction: reactants, conditions, products, and yield. Dataset: the Open Reaction Database (ORD), a public repository of structured organic reaction records Reactants: CC(=O)C1C(=O)CC(c2ccc(F)cc2)CC1=O, CC(=O)[O-], [Na+], O=C1CC(=O)CC(c2ccco2)C1. Yields the product CC(=O)C1C(=O)CC(c2ccco2)CC1=O. As a reaction SMILES: [C:19]([CH:20]1[C:21](=[O:22])[CH2:23][CH:24]([c:25]2[cH:26][cH:27][c:28]([F:29])[cH:30][cH:31]2)[CH2:32][C:33]1=[O:34])(=[O:35])[CH3:36].[CH3:15][C:16]([O-:17])=[O:18].[Na+:14].[o:1]1[c:2]([CH:6]2[CH2:7][C:8](=[O:13])[CH2:9][C:10](=[O:12])[CH2:11]2)[cH:3][cH:4][cH:5]1>>[o:1]1[c:2]([CH:6]2[CH2:7][C:8](=[O:13])[CH:9]([C:16]([CH3:15])=[O:17])[C:10](=[O:12])[CH2:11]2)[cH:3][cH:4][cH:5]1. Starting materials: C(C)N(CCCN1N=C(C2=C(C=CC=C12)Cl)N)CC (1-(3-diethylaminopropyl)-3-amino-4-chloroindazole), C1(C=2C(C(N1C1=NNC3=CC=CC(=C13)Cl)=O)=CC=CC2)=O (3-phthalimido-4-chloroindazole), Br.BrCCCN(CC)CC (3-bromopropyldiethylamine hydrobromide), C1(C=2C(C(N1C1=NNC3=CC=CC=C13)=O)=CC=CC2)=O (3-phthalimidoindazole), Br.BrCCCN1CCCCC1 (3-bromopropylpiperidine hydrobromide). The product is N1(CCCCC1)CCCN1N=C(C2=CC=CC=C12)N (1-(3-piperidinopropyl)-3-aminoindazole). RXN SMILES: [CH2:1]([N:3]([CH2:18][CH3:19])[CH2:4][CH2:5][CH2:6][N:7]1[C:15]2[C:10](=[C:11](Cl)[CH:12]=[CH:13][CH:14]=2)[C:9]([NH2:17])=[N:8]1)[CH3:2].[C:20]1(=O)N(C2C3C(=CC=CC=3)NN=2)C(=O)C2=CC=CC=C12.Br.BrCCCN1CCCCC1.C1(=O)N(C2C3C(=CC=CC=3Cl)NN=2)C(=O)C2=CC=CC=C12.Br.BrCCCN(CC)CC>>[N:3]1([CH2:4][CH2:5][CH2:6][N:7]2[C:15]3[C:10](=[CH:11][CH:12]=[CH:13][CH:14]=3)[C:9]([NH2:17])=[N:8]2)[CH2:18][CH2:19][CH2:20][CH2:2][CH2:1]1 |f:2.3,5.6|. Reported procedure: The same procedures for preparing 1-(3-diethylaminopropyl)-3-amino-4-chloroindazole as described in Example 89 were repeated except that 8 g of 3-phthalimidoindazole and 10 g of 3-bromopropylpiperidine hydrobromide were employed instead of the 3-phthalimido-4-chloroindazole and the 3-bromopropyldiethylamine hydrobromide, respectively. As a result, 12.3 g of 1-(3-piperidinopropyl)-3-aminoindazole was obtained. Reactants: C, COC(=O)c1cccc(N2CCC(NC(=O)OCc3ccccc3)CC2)c1, CO, O=C(O)C(F)(F)F, C1CCOC1, O, [Pd]. Yields the product COC(=O)c1cccc(N2CCC(N)CC2)c1. Reaction SMILES: [C:43].[CH2:1]([O:2][C:3](=[O:4])[NH:11][CH:12]1[CH2:13][CH2:14][N:15]([c:18]2[cH:19][c:20]([C:21](=[O:22])[O:23][CH3:24])[cH:25][cH:26][cH:27]2)[CH2:16][CH2:17]1)[c:5]1[cH:6][cH:7][cH:8][cH:9][cH:10]1.[CH3:36][OH:37].[F:29][C:30]([F:31])([F:32])[C:33]([OH:34])=[O:35].[O:38]1[CH2:39][CH2:40][CH2:41][CH2:42]1.[OH2:28].[Pd:44]>>[NH2:11][CH:12]1[CH2:13][CH2:14][N:15]([c:18]2[cH:19][c:20]([C:21](=[O:22])[O:23][CH3:24])[cH:25][cH:26][cH:27]2)[CH2:16][CH2:17]1. The reactants are BrC1=CC=C(S1)C=O (5-bromothiophene-2-carboxaldehyde), CC(CC(C)=O)=O (2,4-pentanedione), [O-]S(=O)(=O)[O-].[Na+].[Na+] (Na2SO4). Solvent: CC(C)O (2-propanol), S(=O)(Cl)Cl (thionylchloride). Reaction conditions: temperature 20 celsius, time 2 hour. The product is BrC1=CC=C(S1)C=C(C(C)=O)C(C)=O (3-[(5-Bromothienyl)methylene]-2,4-pentanedione). RXN SMILES: [Br:1][C:2]1[S:6][C:5]([CH:7]=O)=[CH:4][CH:3]=1.[CH3:9][C:10](=[O:15])[CH2:11][C:12](=[O:14])[CH3:13].[O-]S([O-])(=O)=O.[Na+].[Na+]>CC(O)C.S(Cl)(Cl)=O>[Br:1][C:2]1[S:6][C:5]([CH:7]=[C:11]([C:10](=[O:15])[CH3:9])[C:12](=[O:14])[CH3:13])=[CH:4][CH:3]=1 |f:2.3.4|. Reported procedure: To a solution containing 5.73 g 5-bromothiophene-2-carboxaldehyde and 5.0 g 2,4-pentanedione in 25 ml of 2-propanol, 2.9 ml thionylchloride was gradually added. The mixture was stirred for 2 h at 20° C. 120 ml of conc. Na2SO4 -solution was then added and the mixture was extracted with ether. The solvent was evaporated in vacuo and the crystalline residue was washed with cold ether. Yield 3.9 g, mp 70°-74° C.